This data is from the Open Reaction Database (ORD), a public repository of structured organic reaction records. The task is: describe an organic reaction: reactants, conditions, products, and yield Starting materials: C1=CC=CC=2C3=CC(=C4C=CC=CC4=C3C=CC12)C=O (6-chrysenecarbaldehyde), NC(CO)(CO)C (2-amino-2-methyl-1,3-propanediol), C1(=CC=C(C=C1)S(=O)(=O)O)C (p-toluenesulfonic acid), [BH3-]C#N.[Na+] (NaBH3CN), [BH3-]C#N.[Na+] (NaBH3CN), Cl (HCl), CC1=C(C=C(C(=C1Br)O)Br)C2(C=3C=CC=CC3S(=O)(=O)O2)C=4C=C(C(=C(C4C)Br)O)Br (bromocresol green). Reagents/catalysts: Cl (HCl). Run in CCO (EtOH), C1(=CC=CC=C1)C (PhCH3), O (H2O), O (H2O), CCOCC (Et2O). Run at time 3 day. Product: Cl.C1=CC=CC=2C3=CC(=C4C=CC=CC4=C3C=CC12)CNC(CO)(CO)C (2-((6-chrysenylmethyl)amino)-2-methyl-1,3-propanediol hydrochloride). Yield: 57.2%. RXN SMILES: [CH:1]1[C:18]2[CH:17]=[CH:16][C:15]3[C:6](=[CH:7][C:8]([CH:19]=O)=[C:9]4[C:14]=3[CH:13]=[CH:12][CH:11]=[CH:10]4)[C:5]=2[CH:4]=[CH:3][CH:2]=1.[NH2:21][C:22]([CH3:27])([CH2:25][OH:26])[CH2:23][OH:24].C1(C)C=CC(S(O)(=O)=O)=CC=1.[BH3-]C#N.[Na+].CC1C(Br)=C(O)C(Br)=CC=1C1(C2C=C(Br)C(O)=C(Br)C=2C)OS(=O)(=O)C2C=CC=CC1=2.[ClH:74]>Cl.CCOCC.CCO.O.C1(C)C=CC=CC=1>[ClH:74].[CH:1]1[C:18]2[CH:17]=[CH:16][C:15]3[C:6](=[CH:7][C:8]([CH2:19][NH:21][C:22]([CH3:27])([CH2:25][OH:26])[CH2:23][OH:24])=[C:9]4[C:14]=3[CH:13]=[CH:12][CH:11]=[CH:10]4)[C:5]=2[CH:4]=[CH:3][CH:2]=1 |f:3.4,12.13|. Reported procedure: To a 2 L Erlenmeyer flask was added 6-chrysenecarbaldehyde (21.2 g, 82.7 mmol), 2-amino-2-methyl-1,3-propanediol (Aldrich, 9.13 g, 86.8 mmol), p-toluenesulfonic acid.H2O (Eastment, 0.5 g, 2.5 mmol), and PhCH3 (500 mL). The mixture was warmed to reflux for a few minutes and H2O (2-3 mL) was driven off. The resulting golden colored solution was allowed to cool to RT, diluted with abs. EtOH (500 mL) and stirred overnight. NaBH3CN (Aldrich, 95%, 2.51 g, 42 mmol) was added to the reaction. After the ... Starting materials: C(C)OCC=1N(C2=C(C=[N+](C=3C=CC=CC23)[O-])N1)CCOCCNC(OC(C)(C)C)=O (tert-butyl 2-{2-[2-(ethoxymethyl)-5-oxido-1H-imidazo[4,5-c]quinolin-1-yl]ethoxy}ethylcarbamate), [NH4+].[OH-] (NH4OH), O (water), C1(=CC=C(C=C1)S(=O)(=O)Cl)C (p-toluenesulfonyl chloride). Run in C(Cl)Cl (CH2Cl2), C(Cl)Cl (CH2Cl2). Reaction conditions: time 30 minute. The product is NC1=NC=2C=CC=CC2C2=C1N=C(N2CCOCCNC(OC(C)(C)C)=O)COCC (tert-butyl 2-{2-[4-amino-2-(ethoxymethyl)-1H-imidazo[4,5-c]quinolin-1-yl]ethoxy}ethylcarbamate). Reaction SMILES: [CH2:1]([O:3][CH2:4][C:5]1[N:6]([CH2:19][CH2:20][O:21][CH2:22][CH2:23][NH:24][C:25](=[O:31])[O:26][C:27]([CH3:30])([CH3:29])[CH3:28])[C:7]2[C:16]3[CH:15]=[CH:14][CH:13]=[CH:12][C:11]=3[N+:10]([O-])=[CH:9][C:8]=2[N:18]=1)[CH3:2].[NH4+:32].[OH-].C1(C)C=CC(S(Cl)(=O)=O)=CC=1.O>C(Cl)Cl>[NH2:32][C:9]1[C:8]2[N:18]=[C:5]([CH2:4][O:3][CH2:1][CH3:2])[N:6]([CH2:19][CH2:20][O:21][CH2:22][CH2:23][NH:24][C:25](=[O:31])[O:26][C:27]([CH3:30])([CH3:29])[CH3:28])[C:7]=2[C:16]2[CH:15]=[CH:14][CH:13]=[CH:12][C:11]=2[N:10]=1 |f:1.2|. Procedure details: A solution of tert-butyl 2-{2-[2-(ethoxymethyl)-5-oxido-1H-imidazo[4,5-c]quinolin-1-yl]ethoxy}ethylcarbamate (16.06 g, 37.3 mmol) in 75 mL of CH2Cl2 was treated with 75 mL of concentrated NH4OH solution. The mixture was chilled in an ice water bath. To the rapidly stirred mixture was added solid p-toluenesulfonyl chloride (7.82 g, 41.0 mmol) over a 10 min period. The reaction mixture was then warmed to room temperature. After 30 min, the reaction was treated with 75 mL of CH2Cl2 and 75 mL of wat... Reactants: CCOC(=O)N1CCCOc2cc([N+](=O)[O-])ccc21, COCCO, [K+], [OH-], O. The product is O=[N+]([O-])c1ccc2c(c1)OCCCN2. As a reaction SMILES: [CH2:3]([O:4][C:5](=[O:6])[N:8]1[CH2:9][CH2:10][CH2:11][O:12][c:13]2[c:14]1[cH:15][cH:16][c:17]([N+:19](=[O:20])[O-:21])[cH:18]2)[CH3:7].[CH3:23][O:24][CH2:25][CH2:26][OH:27].[K+:2].[OH-:1].[OH2:22]>>[NH:8]1[CH2:9][CH2:10][CH2:11][O:12][c:13]2[c:14]1[cH:15][cH:16][c:17]([N+:19](=[O:20])[O-:21])[cH:18]2. Starting materials: CC1(C2CN(CC12)CCCC1=CC=CC=C1)C=1C=C(C=CC1)NS(=O)(=O)C (N-{3-[6-Methyl-3-(3-phenylpropyl)-3-azabicyclo[3.1.0]hex-6-yl]phenyl}methanesulfonamide), C([C@H](O)[C@@H](O)C(=O)O)(=O)O (L-tartaric acid). Run in Industrial Methylated Spirits. Run at temperature 10 celsius. Product: C(=O)(O)[C@H](O)[C@@H](O)C(=O)O.CC1(C2CN(CC12)CCCC1=CC=CC=C1)C=1C=C(C=CC1)NS(=O)(=O)C (N-(3-{6-Methyl-3-(3-phenylpropyl)-3-azabicyclo[3.1.0]hex-6-yl}phenyl)methanesulfonamide L-tartrate salt). Yield: 50.4%. RXN SMILES: [CH3:1][C:2]1([C:17]2[CH:18]=[C:19]([NH:23][S:24]([CH3:27])(=[O:26])=[O:25])[CH:20]=[CH:21][CH:22]=2)[CH:7]2[CH:3]1[CH2:4][N:5]([CH2:8][CH2:9][CH2:10][C:11]1[CH:16]=[CH:15][CH:14]=[CH:13][CH:12]=1)[CH2:6]2.[C:28]([OH:37])(=[O:36])[C@@H:29]([C@H:31]([C:33]([OH:35])=[O:34])[OH:32])[OH:30]>>[C:33]([C@@H:31]([C@H:29]([C:28]([OH:37])=[O:36])[OH:30])[OH:32])([OH:35])=[O:34].[CH3:1][C:2]1([C:17]2[CH:18]=[C:19]([NH:23][S:24]([CH3:27])(=[O:26])=[O:25])[CH:20]=[CH:21][CH:22]=2)[CH:7]2[CH:3]1[CH2:4][N:5]([CH2:8][CH2:9][CH2:10][C:11]1[CH:16]=[CH:15][CH:14]=[CH:13][CH:12]=1)[CH2:6]2 |f:2.3|. Procedure details: A solution of N-(3-{6-methyl-3-(3-phenylpropyl)-3-azabicyclo[3.1.0]hex-6-yl}phenyl)methanesulfonamide (Example 1, 2.00 g, 5.2 mmol) in Industrial Methylated Spirits (20 ml) was heated under reflux. To the solution was added L-tartaric acid (0.86 g, 5.8 mmol) and the reaction mixture was heated under reflux for 30 min before cooling to 10° C. over a 2 h period. The resulting precipitate was collected by filtration to afford the title compound as a white solid (1.40 g, 50%).